Dataset: the Open Reaction Database (ORD), a public repository of structured organic reaction records. Task: describe an organic reaction: reactants, conditions, products, and yield Starting materials: O[C@@H]1[C@](CC2=CC=CC=C12)(C=1CC2=CC=CC=C2C1)CC1=CC=C(C(=O)O)C=C1 (4-(((1R,2R)-1-hydroxy-2,3-dihydro-1H,1′H-[2,2′-biinden]-2-yl)methyl)benzoic acid), C1CCC(CC1)N=C=NC2CCCCC2 (DCC), C1=CC=CC=2C3=CC=CC=C3C(C12)COC(=O)NCC(=O)O (N-[(9H-fluoren-9-ylmethoxy)carbonyl]glycine). Reagents/catalysts: CN(C)C=1C=CN=CC1 (DMAP). Solvent: C(C)(=O)OCC (ethyl acetate). Conditions: time 12 hour. Yields the product NCC(=O)O[C@@H]1[C@](CC2=CC=CC=C12)(C=1CC2=CC=CC=C2C1)CC1=CC=C(C(=O)O)C=C1 (4-{[(1′R,2′R)-1′-(glycyloxy)-1′,3′-dihydro-1H,2′H-2,2′-biinden-2′-yl]methyl}benzoic acid). Yield: 51.9%. As a reaction SMILES: [OH:1][C@H:2]1[C:10]2[C:5](=[CH:6][CH:7]=[CH:8][CH:9]=2)[CH2:4][C@:3]1([CH2:20][C:21]1[CH:29]=[CH:28][C:24]([C:25]([OH:27])=[O:26])=[CH:23][CH:22]=1)[C:11]1[CH2:12][C:13]2[C:18]([CH:19]=1)=[CH:17][CH:16]=[CH:15][CH:14]=2.C1CCC(N=C=NC2CCCCC2)CC1.C1C2C(COC([NH:62][CH2:63][C:64](O)=[O:65])=O)C3C(=CC=CC=3)C=2C=CC=1>CN(C1C=CN=CC=1)C.C(OCC)(=O)C>[NH2:62][CH2:63][C:64]([O:1][C@H:2]1[C:10]2[C:5](=[CH:6][CH:7]=[CH:8][CH:9]=2)[CH2:4][C@:3]1([CH2:20][C:21]1[CH:29]=[CH:28][C:24]([C:25]([OH:27])=[O:26])=[CH:23][CH:22]=1)[C:11]1[CH2:12][C:13]2[C:18]([CH:19]=1)=[CH:17][CH:16]=[CH:15][CH:14]=2)=[O:65]. Reported procedure: To a solution of 4-(((1R,2R)-1-hydroxy-2,3-dihydro-1H,1′H-[2,2′-biinden]-2-yl)methyl)benzoic acid (220 mg, 0.57 mmol), DCC (142 mg, 0.69 mmol) and DMAP (7 mg, 0.059 mmol) in ethyl acetate (10 mL), was added N-[(9H-fluoren-9-ylmethoxy)carbonyl]glycine (171 mg, 0.57 mmol) and then stirred at room temperature for 12 h. The solids were filtered, washed with ethyl acetate (25 ml) and the combined filtrate was washed with 1.5 N HCl (25 mL), water (25 mL), brine (10 mL), dried over anhydrous Na2SO4. Th... Starting materials: N#Cc1ccc(Oc2ccc3c(c2)COB3O)cc1O, CN(C)C=O, Cl, [H-], CI, [Na+], O. The product is COc1cc(Oc2ccc3c(c2)COB3O)ccc1C#N. Reaction SMILES: [C:1](#[N:2])[c:3]1[c:4]([OH:20])[cH:5][c:6]([O:7][c:8]2[cH:9][cH:10][c:11]3[c:12]([cH:17]2)[CH2:13][O:14][B:15]3[OH:16])[cH:18][cH:19]1.[CH3:26][N:27]([CH3:28])[CH:29]=[O:30].[ClH:25].[H-:23].[I:21][CH3:22].[Na+:24].[OH2:31]>>[C:1](#[N:2])[c:3]1[c:4]([O:20][CH3:22])[cH:5][c:6]([O:7][c:8]2[cH:9][cH:10][c:11]3[c:12]([cH:17]2)[CH2:13][O:14][B:15]3[OH:16])[cH:18][cH:19]1. Starting materials: COc1ccc(O)cc1, CC(C)=O, O=[N+]([O-])c1cnc(Cl)nc1Cl, [Na+], O=C([O-])O, O. The product is COc1ccc(Oc2nc(Cl)ncc2[N+](=O)[O-])cc1. As a reaction SMILES: [CH3:12][O:13][c:14]1[cH:15][cH:16][c:17]([OH:20])[cH:18][cH:19]1.[CH3:21][C:22](=[O:23])[CH3:24].[Cl:1][c:2]1[n:3][cH:4][c:5]([N+:9](=[O:10])[O-:11])[c:6]([Cl:8])[n:7]1.[Na+:29].[O-:25][C:26]([OH:27])=[O:28].[OH2:30]>>[Cl:1][c:2]1[n:3][cH:4][c:5]([N+:9](=[O:10])[O-:11])[c:6]([O:20][c:17]2[cH:16][cH:15][c:14]([O:13][CH3:12])[cH:19][cH:18]2)[n:7]1. The reactants are [OH-].[K+] (KOH), FC1=C(C(=C(C(=C1C(=O)Cl)F)F)F)F (pentafluorobenzoyl chloride), C(CC(=O)OCC)(=O)OCC (diethyl malonate), [Cl-].[Mg+2].[Cl-] (magnesium chloride), [K] (potassium). Run in C(C)O (ethanol), C(C)O (ethanol), C(C)N(CC)CC (triethylamine), C(C)#N (acetonitrile), C(C)N(CC)CC (triethylamine). Run at time 2 hour. Product: FC1=C(C(=C(C(=C1C(=O)CC(=O)OCC)F)F)F)F (ethyl pentafluorobenzoylacetate). The yield is 93.0%. Reaction SMILES: [C:1]([O:9][CH2:10][CH3:11])(=[O:8])[CH2:2][C:3]([O:5]CC)=O.[OH-].[K+].[K].[Cl-].[Mg+2].[Cl-].[F:18][C:19]1[C:24](C(Cl)=O)=[C:23]([F:28])[C:22]([F:29])=[C:21]([F:30])[C:20]=1[F:31]>C(O)C.C(#N)C.C(N(CC)CC)C>[F:18][C:19]1[C:24]([C:3]([CH2:2][C:1]([O:9][CH2:10][CH3:11])=[O:8])=[O:5])=[C:23]([F:28])[C:22]([F:29])=[C:21]([F:30])[C:20]=1[F:31] |f:1.2,4.5.6,^1:13|. Procedure: To a solution of 20 g (125 mmol) of diethyl malonate in 80 ml of absolute ethanol was added with stirring a solution of KOH pellets (7 g) in 80 ml of absolute ethanol over a period of 12 minutes and the resulting mixture was stirred at room temperature for 2 hours. The solution was heated to boiling, filtered while hot, and the filtrate was cooled and filtered to afford, after drying, 11.14 g (53%) of potassium ethyl malonate. To a stirred and cooled (10° C.) mixture of the above potassium salt ... Procedure: In a highly preferred aspect of this invention illustrated in Scheme 1, there is provided a new and improved process for the large-scale production of 3-(3-fluoro-4-hydroxyphenyl)-7-hydroxy-1-naphthonitrile (1). Commercial material 3,4-dihydro-7-methoxy-1(2H)-naphthalenone (7-methoxy-1-tetralone) may be transformed into an unsaturated nitrile (3) as shown on Scheme 1. The reaction is performed in toluene solution. Upon the completion of the reaction, it is quenched by caustic solution. The react... Reaction SMILES: FC1C=C([C:9]2[CH:10]=[C:11]([C:20]#[N:21])[C:12]3[C:17]([CH:18]=2)=[CH:16][CH:15]=[C:14]([OH:19])[CH:13]=3)C=CC=1O.[CH3:22]OC1C=C2C(CCCC2=O)=CC=1>C1(C)C=CC=CC=1>[CH3:22][O:19][C:14]1[CH:13]=[C:12]2[C:17]([CH:18]=[CH:9][CH:10]=[C:11]2[C:20]#[N:21])=[CH:16][CH:15]=1. Solvent: C1(=CC=CC=C1)C (toluene). Yields the product COC1=CC=C2C=CC=C(C2=C1)C#N (7-methoxy-1-naphthonitrile). Run at temperature 60 celsius, time 2 hour. The reactants are FC=1C=C(C=CC1O)C=1C=C(C2=CC(=CC=C2C1)O)C#N (3-(3-fluoro-4-hydroxyphenyl)-7-hydroxy-1-naphthonitrile), COC1=CC=C2CCCC(C2=C1)=O (3,4-dihydro-7-methoxy-1(2H)-naphthalenone), nitrile. The reactants are CO, C(=Cc1nc2ccccc2[nH]1)c1ccccc1, N#Cc1cccnc1Cl, Cl, C(=Cc1nc2ccccc2n1-c1ccccn1)c1ccccc1. The product is N#Cc1cccnc1-n1c(C=Cc2ccccc2)nc2ccccc21, Cl. Reaction SMILES: [CH3:51][OH:52].[CH:1](=[CH:2][c:3]1[cH:4][cH:5][cH:6][cH:7][cH:8]1)[c:9]1[n:10][c:11]2[c:12]([nH:13]1)[cH:14][cH:15][cH:16][cH:17]2.[Cl:18][c:19]1[n:20][cH:21][cH:22][cH:23][c:24]1[C:25]#[N:26].[ClH:50].[n:27]1[cH:28][cH:29][cH:30][cH:31][c:32]1-[n:33]1[c:34]2[cH:35][cH:36][cH:37][cH:38][c:39]2[n:40][c:41]1[CH:42]=[CH:43][c:44]1[cH:45][cH:46][cH:47][cH:48][cH:49]1>>[CH:1](=[CH:2][c:3]1[cH:4][cH:5][cH:6][cH:7][cH:8]1)[c:9]1[n:10][c:11]2[c:12]([n:13]1-[c:19]1[n:20][cH:21][cH:22][cH:23][c:24]1[C:25]#[N:26])[cH:14][cH:15][cH:16][cH:17]2.[ClH:18]. Procedure details: First, 2.47 g of 2,2-bis(6-benzyloxyhexyl)acetic acid, 1.85 g of 2,3-difluoro-4'-[6-hydroxyhexyl]oxybiphenyl, 1.6 g of triphenylphosphine, and 50 ml of tetrahyrofuran were placed in a 100 ml flask. Then, 1.1 g of diethyl azodicarboxylate was added dropwise to the reaction mixture at 5° C. Thereafter, the reaction mixture was allowed to warm to room temperature and stirred for 8 hours. The reaction mixture was concentrated, and the residue was purified by silica gel column chromatography (eluent:... Run in O1CCCC1 (tetrahyrofuran). Run at time 8 hour. Yields the product C(C1=CC=CC=C1)OCCCCCCC(C(=O)OCCCCCCOC1=CC=C(C=C1)C1=C(C(=CC=C1)F)F)CCCCCCOCC1=CC=CC=C1 (6-[2,3-difluorobiphenyl-4'-yl]oxyhexyl 2,2-bis(6-benzyloxyhexyl)acetate). The reactants are N(=NC(=O)OCC)C(=O)OCC (diethyl azodicarboxylate), C(C1=CC=CC=C1)OCCCCCCC(C(=O)O)CCCCCCOCC1=CC=CC=C1 (2,2-bis(6-benzyloxyhexyl)acetic acid), FC1=C(C=CC=C1F)C1=CC=C(C=C1)OCCCCCCO (2,3-difluoro-4'-[6-hydroxyhexyl]oxybiphenyl), C1(=CC=CC=C1)P(C1=CC=CC=C1)C1=CC=CC=C1 (triphenylphosphine). RXN SMILES: [CH2:1]([O:8][CH2:9][CH2:10][CH2:11][CH2:12][CH2:13][CH2:14][CH:15]([CH2:19][CH2:20][CH2:21][CH2:22][CH2:23][CH2:24][O:25][CH2:26][C:27]1[CH:32]=[CH:31][CH:30]=[CH:29][CH:28]=1)[C:16]([OH:18])=[O:17])[C:2]1[CH:7]=[CH:6][CH:5]=[CH:4][CH:3]=1.[F:33][C:34]1[C:39]([F:40])=[CH:38][CH:37]=[CH:36][C:35]=1[C:41]1[CH:46]=[CH:45][C:44]([O:47][CH2:48][CH2:49][CH2:50][CH2:51][CH2:52][CH2:53]O)=[CH:43][CH:42]=1.C1(P(C2C=CC=CC=2)C2C=CC=CC=2)C=CC=CC=1.N(C(OCC)=O)=NC(OCC)=O>O1CCCC1>[CH2:26]([O:25][CH2:24][CH2:23][CH2:22][CH2:21][CH2:20][CH2:19][CH:15]([CH2:14][CH2:13][CH2:12][CH2:11][CH2:10][CH2:9][O:8][CH2:1][C:2]1[CH:3]=[CH:4][CH:5]=[CH:6][CH:7]=1)[C:16]([O:18][CH2:53][CH2:52][CH2:51][CH2:50][CH2:49][CH2:48][O:47][C:44]1[CH:45]=[CH:46][C:41]([C:35]2[CH:36]=[CH:37][CH:38]=[C:39]([F:40])[C:34]=2[F:33])=[CH:42][CH:43]=1)=[O:17])[C:27]1[CH:28]=[CH:29][CH:30]=[CH:31][CH:32]=1. Yield: 97.9%.